This data is from the Open Reaction Database (ORD), a public repository of structured organic reaction records. The task is: describe an organic reaction: reactants, conditions, products, and yield The reactants are ClC1=CC(=C(C=C1)N1CCNCC1)OCC(F)(F)F (1-[4-chloro-2-(2,2,2-trifluoroethoxy)phenyl]piperazine), C(C1=CC=CC=C1)N1C(N(C=C(C1=O)C)CCCCl)=O (3-benzyl-1-(3-chloropropyl)-5-methyl-2,4(1H,3H)-pyrimidinedione). Product: Cl.C(C1=CC=CC=C1)N1C(N(C=C(C1=O)C)CCCN1CCN(CC1)C1=C(C=C(C=C1)Cl)OCC(F)(F)F)=O (3-benzyl-1-(3-{4-[4-chloro-2-(2,2,2-trifluoroethoxy)phenyl]piperazin-1-yl}propyl)-5-methyl-2,4(1H,3H)-pyrimidinedione hydrochloride). As a reaction SMILES: [Cl:1][C:2]1[CH:7]=[CH:6][C:5]([N:8]2[CH2:13][CH2:12][NH:11][CH2:10][CH2:9]2)=[C:4]([O:14][CH2:15][C:16]([F:19])([F:18])[F:17])[CH:3]=1.[CH2:20]([N:27]1[C:32](=[O:33])[C:31]([CH3:34])=[CH:30][N:29]([CH2:35][CH2:36][CH2:37]Cl)[C:28]1=[O:39])[C:21]1[CH:26]=[CH:25][CH:24]=[CH:23][CH:22]=1>>[ClH:1].[CH2:20]([N:27]1[C:32](=[O:33])[C:31]([CH3:34])=[CH:30][N:29]([CH2:35][CH2:36][CH2:37][N:11]2[CH2:12][CH2:13][N:8]([C:5]3[CH:6]=[CH:7][C:2]([Cl:1])=[CH:3][C:4]=3[O:14][CH2:15][C:16]([F:18])([F:17])[F:19])[CH2:9][CH2:10]2)[C:28]1=[O:39])[C:21]1[CH:22]=[CH:23][CH:24]=[CH:25][CH:26]=1 |f:2.3|. Procedure: substituting 1-[4-chloro-2-(2,2,2-trifluoroethoxy)phenyl]piperazine and 3-benzyl-1-(3-chloropropyl)-5-methyl-2,4(1H,3H)-pyrimidinedione gave 3-benzyl-1-(3-{4-[4-chloro-2-(2,2,2-trifluoroethoxy)phenyl]piperazin-1-yl}propyl)-5-methyl-2,4(1H,3H)-pyrimidinedione hydrochloride, m.p. 251°-252° C.; Anal.: Calcd. for C27H30F3ClN4O3.HCl: C, 53.55; H, 5.49; N, 9.25%; Found: C, 53.74; H, 5.26; N, 9.37%; Starting materials: [O-]O (hydroperoxide), C(C)(C)(C)OO (t-butyl hydroperoxide). Run in C(C)(C)(C)OC (methyl t-butyl ether). The product is C(C)(C)(C)OOC(C)(C)C (di-t-butyl peroxide). Procedure details: In similar manner, although optimal conditions may vary, hydrogen peroxide may be reacted with methyl t-amyl ether to provide t-amyl hydroperoxide or di-t-amyl peroxide; with methyl t-hexyl ether to provide t-hexyl hydroperoxide or di-t-hexyl peroxide; with ethyl t-butyl ether to provide t-butyl hydroperoxide or di-t-butyl peroxide; with ethyl t-amyl ether to provide t-amyl hydroperoxide or di-t-amyl peroxide; with ethyl t-hexyl ether to provide t-hexyl hydroperoxide or di-t-hexyl peroxide; with... RXN SMILES: [O-]O.[C:3]([O:7][OH:8])([CH3:6])([CH3:5])[CH3:4]>C(OC)(C)(C)C>[C:3]([O:7][O:8][C:3]([CH3:6])([CH3:5])[CH3:4])([CH3:6])([CH3:5])[CH3:4]. The reactants are ClC=1C(=C(N(C1)C)C(=O)OCC)NC1=C(C=CC=C1)[N+](=O)[O-] (ethyl 4-chloro-1-methyl-3-[(2-nitrophenyl) amino]-1H-pyrrole-2-carboxylate). Reagents/catalysts: [Ni] (Raney nickel), [Ni] (Raney nickel). Solvent: O1CCCC1 (tetrahydrofuran). Run at time 13 hour. Yields the product NC1=C(C=CC=C1)NC1=C(N(C=C1Cl)C)C(=O)OCC (Ethyl 3-[(2-aminophenyl)amino]-4-chloro-1-methyl-1H-pyrrole-2-carboxylate). As a reaction SMILES: [Cl:1][C:2]1[C:3]([NH:13][C:14]2[CH:19]=[CH:18][CH:17]=[CH:16][C:15]=2[N+:20]([O-])=O)=[C:4]([C:8]([O:10][CH2:11][CH3:12])=[O:9])[N:5]([CH3:7])[CH:6]=1>O1CCCC1.[Ni]>[NH2:20][C:15]1[CH:16]=[CH:17][CH:18]=[CH:19][C:14]=1[NH:13][C:3]1[C:2]([Cl:1])=[CH:6][N:5]([CH3:7])[C:4]=1[C:8]([O:10][CH2:11][CH3:12])=[O:9]. Reported procedure: A solution of ethyl 4-chloro-1-methyl-3-[(2-nitrophenyl) amino]-1H-pyrrole-2-carboxylate (35.6 g, 0.11 mol) in tetrahydrofuran (700 ml) is hydrogenated for 10 hours under a hydrogen pressure of 10 bar and at a temperature of 40° C. after the addition of Raney nickel (10 g). After a further Raney nickel (10 g) had been added, hydrogenation is continued for a further 13 hours under the same conditions, after which no further starting material is detected in the mixture by thin layer chromatography... Reactants: [Ag+], [Ca+2], O=[N+]([O-])[O-], O=C([O-])[O-], C=C(CI)C(C(=O)OC(c1ccccc1)c1ccccc1)N1C(=O)C2N=C(c3ccccc3)OC21. Product: C=C(CO)C(C(=O)OC(c1ccccc1)c1ccccc1)N1C(=O)C2N=C(c3ccccc3)OC21. As a reaction SMILES: [Ag+:45].[Ca+2:36].[N+:41]([O-:42])([O-:43])=[O:44].[O-:37][C:38](=[O:39])[O-:40].[c:1]1([C:7]2=[N:8][CH:9]3[C:10](=[O:35])[N:11]([CH:14]([C:15](=[O:16])[O:17][CH:18]([c:19]4[cH:20][cH:21][cH:22][cH:23][cH:24]4)[c:25]4[cH:26][cH:27][cH:28][cH:29][cH:30]4)[C:31](=[CH2:32])[CH2:33][I:34])[CH:12]3[O:13]2)[cH:2][cH:3][cH:4][cH:5][cH:6]1>>[c:1]1([C:7]2=[N:8][CH:9]3[C:10](=[O:35])[N:11]([CH:14]([C:15](=[O:16])[O:17][CH:18]([c:19]4[cH:20][cH:21][cH:22][cH:23][cH:24]4)[c:25]4[cH:26][cH:27][cH:28][cH:29][cH:30]4)[C:31](=[CH2:32])[CH2:33][OH:37])[CH:12]3[O:13]2)[cH:2][cH:3][cH:4][cH:5][cH:6]1. Reactants: C(C)(C)(C)OC(=O)N1CCC(CC1)C1=CNC2=NC=CC=C21 (4-(1H-pyrrolo[2,3-b]pyridin-3-yl)-piperidine-1-carboxylic acid tert-butyl ester), solution, BrCC1=CSC=C1 (3-bromomethylthiophene). Run in C(C)OCC (ethyl ether). The product is N1(CCCCC1)C1=CN(C2=NC=CC=C21)CC2=CSC=C2 (3-piperidinyl-1-thiophen-3-ylmethyl-1H-pyrrolo[2,3-b]pyridine). Reaction SMILES: C(OC(N1CCC([C:14]2[C:22]3[C:17](=[N:18][CH:19]=[CH:20][CH:21]=3)[NH:16][CH:15]=2)CC1)=O)(C)(C)C.Br[CH2:24][C:25]1[CH:29]=[CH:28][S:27][CH:26]=1>C(OCC)C>[N:18]1([C:14]2[C:22]3[C:17](=[N:18][CH:19]=[CH:20][CH:21]=3)[N:16]([CH2:24][C:25]3[CH:29]=[CH:28][S:27][CH:26]=3)[CH:15]=2)[CH2:19][CH2:20][CH2:21][CH2:22][CH2:17]1. Reported procedure: This compound was prepared following the procedure described in example 7, parts E and F, starting with 0.3 g (1 mmol) of 4-(1H-pyrrolo[2,3-b]pyridin-3-yl)-piperidine-1-carboxylic acid tert-butyl ester and 2.12 ml of a freshly prepared 0.61 M solution of 3-bromomethylthiophene in ethyl ether. After standard work-up, 0.39 g (100% of yield) of the expected product were isolated. Reactants: C(C(=C)C)(=O)OCCN=C=O (2-isocyanatoethyl methacrylate), NC1=CC(=C(C(=O)O)C=C1)O (4-amino-2-hydroxy-benzoic acid), NC1=CC(=C(C(=O)O)C=C1)O (4-amino-2-hydroxy-benzoic acid). Solvent: CC(=O)C (acetone), CC(=O)C (acetone). Reaction conditions: time 2 hour. The product is OC1=C(C(=O)O)C=CC(=C1)NC(=O)NCCOC(C(=C)C)=O (2-hydroxy-4-{3-[2-(2-methyl-acryloyloxy)-ethyl]-ureido}-benzoic acid). Yield: 92.4%. RXN SMILES: [NH2:1][C:2]1[CH:10]=[CH:9][C:5]([C:6]([OH:8])=[O:7])=[C:4]([OH:11])[CH:3]=1.[C:12]([O:17][CH2:18][CH2:19][N:20]=[C:21]=[O:22])(=[O:16])[C:13]([CH3:15])=[CH2:14]>CC(C)=O>[OH:11][C:4]1[CH:3]=[C:2]([NH:1][C:21]([NH:20][CH2:19][CH2:18][O:17][C:12](=[O:16])[C:13]([CH3:15])=[CH2:14])=[O:22])[CH:10]=[CH:9][C:5]=1[C:6]([OH:8])=[O:7]. Reported procedure: 15.3 g (0.1 mol) 4-amino-2-hydroxy-benzoic acid was dissolved in 100 ml acetone. 17.06 g (0.11 mol) 2-isocyanatoethyl methacrylate was dissolved in 15 ml acetone and added dropwise to the 4-amino-2-hydroxy-benzoic acid solution. The temperature rose to 32° C. during the addition. The reaction was allowed to continue for two hours at room temperature. The solvent was evaporated under reduced pressure. The residue was dissolved in a mixture 200 ml acetone and 50 ml methanol. The solution was added... Starting materials: CC(=O)O[BH-](OC(C)=O)OC(C)=O, CC1(N)CCN(Cc2ccccc2)C1, Cn1c(=O)c(C=O)cc2ccccc21, CC(=O)O, ClCCl, [Na+]. Product: Cn1c(=O)c(CNC2(C)CCN(Cc3ccccc3)C2)cc2ccccc21. RXN SMILES: [C:33]([O:34][BH-:35]([O:36][C:37](=[O:38])[CH3:39])[O:40][C:41](=[O:42])[CH3:43])(=[O:44])[CH3:45].[CH2:15]([c:16]1[cH:17][cH:18][cH:19][cH:20][cH:21]1)[N:22]1[CH2:23][C:24]([NH2:27])([CH3:28])[CH2:25][CH2:26]1.[CH3:1][n:2]1[c:3](=[O:14])[c:4]([CH:12]=[O:13])[cH:5][c:6]2[cH:7][cH:8][cH:9][cH:10][c:11]12.[CH3:29][C:30](=[O:31])[OH:32].[Cl:47][CH2:48][Cl:49].[Na+:46]>>[CH3:1][n:2]1[c:3](=[O:14])[c:4]([CH2:12][NH:27][C:24]2([CH3:28])[CH2:23][N:22]([CH2:15][c:16]3[cH:17][cH:18][cH:19][cH:20][cH:21]3)[CH2:26][CH2:25]2)[cH:5][c:6]2[cH:7][cH:8][cH:9][cH:10][c:11]12.